This data is from the Open Reaction Database (ORD), a public repository of structured organic reaction records. The task is: describe an organic reaction: reactants, conditions, products, and yield Starting materials: ClC1=CC=C(CN2CCC(CC2)CN)C=C1 (1-(4-chlorobenzyl)-4-(aminomethyl)piperidine), C(C)(C)(C)OC(=O)N[C@H](CC1=CC=CC=C1)C(=O)O (N-(tert-butoxycarbonyl)-D-phenylalanine), CCN=C=NCCCN(C)C (EDCI), C=1C=CC2=C(C1)N=NN2O (HOBt). The solvent is C(Cl)(Cl)Cl (CHCl3), CCN(CC)CC (Et3N). Run at time 17 hour. Product: ClC1=CC=C(CN2CCC(CC2)CNC([C@H](NC(=O)OC(C)(C)C)CC2=CC=CC=C2)=O)C=C1 (1-(4-chlorobenzyl)-4-[{N-(tert-butoxycarbonyl)-D-phenylalanyl}aminomethyl]piperidine). As a reaction SMILES: [Cl:1][C:2]1[CH:16]=[CH:15][C:5]([CH2:6][N:7]2[CH2:12][CH2:11][CH:10]([CH2:13][NH2:14])[CH2:9][CH2:8]2)=[CH:4][CH:3]=1.[C:17]([O:21][C:22]([NH:24][C@@H:25]([C:33](O)=[O:34])[CH2:26][C:27]1[CH:32]=[CH:31][CH:30]=[CH:29][CH:28]=1)=[O:23])([CH3:20])([CH3:19])[CH3:18].CCN=C=NCCCN(C)C.C1C=CC2N(O)N=NC=2C=1>C(Cl)(Cl)Cl.CCN(CC)CC>[Cl:1][C:2]1[CH:16]=[CH:15][C:5]([CH2:6][N:7]2[CH2:12][CH2:11][CH:10]([CH2:13][NH:14][C:33](=[O:34])[C@@H:25]([CH2:26][C:27]3[CH:32]=[CH:31][CH:30]=[CH:29][CH:28]=3)[NH:24][C:22]([O:21][C:17]([CH3:20])([CH3:18])[CH3:19])=[O:23])[CH2:9][CH2:8]2)=[CH:4][CH:3]=1. Procedure: A solution of 1-(4-chlorobenzyl)-4-(aminomethyl)piperidine (100 mg) in CHCl3 (3 mL) was treated with Et3N (0.090 mL), N-(tert-butoxycarbonyl)-D-phenylalanine (122 mg), EDCI (89 mg) and HOBt (62 mg). The reaction mixture was stirred at room temperature for 17 h. The reaction mixture was washed with 1 N aqueous NaOH solution (2 mL×2) and brine (2 mL). The organic layer was dried and concentrated to afford 1-(4-chlorobenzyl)-4-[{N-(tert-butoxycarbonyl)-D-phenylalanyl}aminomethyl]piperidine. Reactants: [H-].[Na+] (NaH), [I-].C[S+](=O)(C)C (trimethylsulfoxonium iodide), FC=1C=C(C=CC1)C=CC(=O)N(C)OC (3-(3-fluoro-phenyl)-N-methoxy-N-methyl-acrylamide). Solvent: CN(C)C=O (DMF). Run at time 0.5 hour. Product: CON(C(=O)C1C(C1)C1=CC(=CC=C1)F)C (2-(3-Fluoro-phenyl)-cyclopropanecarboxylic acid methoxy-methyl-amide). Isolated yield 84.3%. Reaction SMILES: [H-].[Na+].[I-].[CH3:4][S+](C)(C)=O.[F:9][C:10]1[CH:11]=[C:12]([CH:16]=[CH:17][C:18]([N:20]([O:22][CH3:23])[CH3:21])=[O:19])[CH:13]=[CH:14][CH:15]=1>CN(C=O)C>[CH3:23][O:22][N:20]([CH3:21])[C:18]([CH:17]1[CH2:4][CH:16]1[C:12]1[CH:13]=[CH:14][CH:15]=[C:10]([F:9])[CH:11]=1)=[O:19] |f:0.1,2.3|. Procedure: NaH (8 g, 60% oil dispersion) was added to a suspension of trimethylsulfoxonium iodide (44 g) in DMF (150 mL) at 0° C. The resulting mixture was allowed to warm to room temperature and stirred for 0.5 h. A solution of 3-(3-fluoro-phenyl)-N-methoxy-N-methyl-acrylamide (20 g) was added to the above reaction mixture at 0° C., and the resulting reaction was allowed to warm to room temperature and stirred for 2 h. The reaction was quenched with water and the aqueous layer was extracted with CH2Cl2. T... The reactants are N[C@@H](CC1=CNC2=CC=CC=C12)C(=O)O (tryptophan). Run in CO[2H] (MeOD). The product is NC(CO)CC1=CNC2=CC=CC=C12 (2-Amino-3-(1H-indol-3-yl)propan-1-ol). The yield is 92.0%. RXN SMILES: [NH2:1][C@H:2]([C:13](O)=[O:14])[CH2:3][C:4]1[C:12]2[C:7](=[CH:8][CH:9]=[CH:10][CH:11]=2)[NH:6][CH:5]=1>CO[2H]>[NH2:1][CH:2]([CH2:3][C:4]1[C:12]2[C:7](=[CH:8][CH:9]=[CH:10][CH:11]=2)[NH:6][CH:5]=1)[CH2:13][OH:14]. Reported procedure: The title compound was prepared from tryptophan according to Method D and was isolated as a solid in 92% yield. δH (MeOD-d3) 7.46 (1H, d, J 7.9 Hz), 7.21 (1H, d, J 8.0 Hz), 6.96 (3H, m), 3.79 (1H, dd, J 11.3 and 3.6 Hz), 3.54 (1H, dd, J 11.2 and 6.2 Hz), 3.05 (1H, m), 2.80 (1H, m), 2.61 (1H, m). Note: exchangeable protons not evident in MeOD. Starting materials: [Li]C(C)(C)C, CCCC1(C=O)CCN(C(=O)OC(C)(C)C)CC1, C1CCOC1, O=S(=O)(c1ccccc1)n1ccc2cc(F)ccc21. Product: CCCC1(C(O)c2cc3cc(F)ccc3n2S(=O)(=O)c2ccccc2)CCN(C(=O)OC(C)(C)C)CC1. RXN SMILES: [C:20]([Li:21])([CH3:22])([CH3:23])[CH3:24].[C:25]([CH3:26])([CH3:27])([CH3:28])[O:29][C:30](=[O:31])[N:32]1[CH2:33][CH2:34][C:35]([CH2:38][CH2:39][CH3:40])([CH:41]=[O:42])[CH2:36][CH2:37]1.[CH2:43]1[O:44][CH2:45][CH2:46][CH2:47]1.[c:1]1([S:7](=[O:8])(=[O:9])[n:10]2[cH:11][cH:12][c:13]3[cH:14][c:15]([F:19])[cH:16][cH:17][c:18]23)[cH:2][cH:3][cH:4][cH:5][cH:6]1>>[c:1]1([S:7](=[O:8])(=[O:9])[n:10]2[c:11]([CH:41]([C:35]3([CH2:38][CH2:39][CH3:40])[CH2:34][CH2:33][N:32]([C:30]([O:29][C:25]([CH3:26])([CH3:27])[CH3:28])=[O:31])[CH2:37][CH2:36]3)[OH:42])[cH:12][c:13]3[cH:14][c:15]([F:19])[cH:16][cH:17][c:18]23)[cH:2][cH:3][cH:4][cH:5][cH:6]1. Reactants: [Br-], CC(C)(C)OO, CCCC[N+](CCCC)(CCCC)CCCC, Cc1c(OCC(F)(F)F)ccnc1CSc1nc2ccccc2[nH]1, CC(C)O, O. The product is Cc1c(OCC(F)(F)F)ccnc1CS(=O)c1nc2ccccc2[nH]1. As a reaction SMILES: [Br-:32].[C:25]([CH3:27])([CH3:28])([O:29][OH:26])[CH3:30].[CH2:33]([N+:34]([CH2:35][CH2:36][CH2:37][CH3:38])([CH2:39][CH2:40][CH2:41][CH3:42])[CH2:43][CH2:44][CH2:45][CH3:46])[CH2:47][CH2:48][CH3:49].[CH3:1][c:2]1[c:3]([CH2:14][S:15][c:16]2[n:17][c:18]3[c:19]([nH:20]2)[cH:21][cH:22][cH:23][cH:24]3)[n:4][cH:5][cH:6][c:7]1[O:8][CH2:9][C:10]([F:11])([F:12])[F:13].[CH:50]([OH:51])([CH3:52])[CH3:53].[OH2:31]>>[CH3:1][c:2]1[c:3]([CH2:14][S:15]([c:16]2[nH:17][c:18]3[c:19]([n:20]2)[cH:21][cH:22][cH:23][cH:24]3)=[O:29])[n:4][cH:5][cH:6][c:7]1[O:8][CH2:9][C:10]([F:11])([F:12])[F:13]. Reactants: [Cl-].[Al+3].[Cl-].[Cl-] (Aluminum chloride), C(CCCCC(=O)[O-])(=O)OC (Monomethyl adipate), C(C(=O)Cl)(=O)Cl (oxalyl chloride), acid chloride, C(C)(C)C1=C(C(=CC=C1)C(C)C)O (2,6-Diisopropyl phenol). Run in ClCCCl (1,2-dichloroethane), O1CCCC1 (tetrahydrofuran). Run at time 8 hour. The product is C(C)OC(CCCCC(=O)C1=CC(=C(C(=C1)C(C)C)O)C(C)C)=O (6-(4-Hydroxy-3,5-diisopropyl-phenyl)-6-oxo-hexanoic acid ethyl ester). As a reaction SMILES: [C:1]([O:10][CH3:11])(=[O:9])[CH2:2][CH2:3][CH2:4][CH2:5][C:6]([O-:8])=O.[C:12](Cl)(=O)C(Cl)=O.[CH:18]([C:21]1[CH:26]=[CH:25][CH:24]=[C:23]([CH:27]([CH3:29])[CH3:28])[C:22]=1[OH:30])([CH3:20])[CH3:19].[Cl-].[Al+3].[Cl-].[Cl-]>O1CCCC1.ClCCCl>[CH2:11]([O:10][C:1](=[O:9])[CH2:2][CH2:3][CH2:4][CH2:5][C:6]([C:25]1[CH:26]=[C:21]([CH:18]([CH3:20])[CH3:19])[C:22]([OH:30])=[C:23]([CH:27]([CH3:29])[CH3:28])[CH:24]=1)=[O:8])[CH3:12] |f:3.4.5.6|. Reported procedure: Monomethyl adipate (61 g, 350 mmol) was treated with excess oxalyl chloride in tetrahydrofuran. The mixture was concentrated, and the resulting acid chloride was mixed with 2,6-Diisopropyl phenol (57 g, 350 mmol) at 0° C. Aluminum chloride (93 g, 700 mmol) and a catalytic amount of 1,2-dichloroethane were added in portions, and the mixture was allowed to warm to room temperature and stirred overnight. The reaction was quenched with 1 M HCl and extracted with ethyl acetate. Concentrated in vacuo ... Reactants: CCOC(C)=O, OCc1cccc2c1CC(=CCCN1CCC(O)(c3ccc(Cl)cc3)CC1)c1cccnc1O2. Product: O=Cc1cccc2c1CC(=CCCN1CCC(O)(c3ccc(Cl)cc3)CC1)c1cccnc1O2. Reaction SMILES: [CH3:35][CH2:36][O:37][C:38](=[O:39])[CH3:40].[Cl:1][c:2]1[cH:3][cH:4][c:5]([C:8]2([OH:34])[CH2:9][CH2:10][N:11]([CH2:14][CH2:15][CH:16]=[C:17]3[CH2:18][c:19]4[c:20]([cH:28][cH:29][cH:30][c:31]4[CH2:32][OH:33])[O:21][c:22]4[n:23][cH:24][cH:25][cH:26][c:27]43)[CH2:12][CH2:13]2)[cH:6][cH:7]1>>[Cl:1][c:2]1[cH:3][cH:4][c:5]([C:8]2([OH:34])[CH2:9][CH2:10][N:11]([CH2:14][CH2:15][CH:16]=[C:17]3[CH2:18][c:19]4[c:20]([cH:28][cH:29][cH:30][c:31]4[CH:32]=[O:33])[O:21][c:22]4[n:23][cH:24][cH:25][cH:26][c:27]43)[CH2:12][CH2:13]2)[cH:6][cH:7]1. Starting materials: COC(=O)c1ccc(C(=O)N(C)CC(F)(F)F)nc1, [Li+], C1CCOC1, [OH-], O, O. The product is CN(CC(F)(F)F)C(=O)c1ccc(C(=O)O)cn1. RXN SMILES: [CH3:1][N:2]([C:3](=[O:4])[c:5]1[n:6][cH:7][c:8]([C:9](=[O:10])[O:11][CH3:12])[cH:13][cH:14]1)[CH2:15][C:16]([F:17])([F:18])[F:19].[Li+:22].[O:23]1[CH2:24][CH2:25][CH2:26][CH2:27]1.[OH-:21].[OH2:20].[OH2:28]>>[CH3:1][N:2]([C:3](=[O:4])[c:5]1[n:6][cH:7][c:8]([C:9](=[O:10])[OH:11])[cH:13][cH:14]1)[CH2:15][C:16]([F:17])([F:18])[F:19].